From a dataset of the Open Reaction Database (ORD), a public repository of structured organic reaction records. describe an organic reaction: reactants, conditions, products, and yield RXN SMILES: [CH3:34][CH2:35][OH:36].[CH:27]([O-:28])=[O:29].[Cl:1][c:2]1[cH:3][c:4]2[c:5]3[c:6]([n:7]([CH3:11])[c:8]2[cH:9][cH:10]1)[c:12](=[O:26])[n:13](-[c:20]1[cH:21][cH:22][cH:23][cH:24][cH:25]1)[n:14][c:15]3[CH2:16][C:17](=[O:18])[OH:19].[Cl:31][CH2:32][Cl:33].[NH4+:30]>>[cH:2]1[cH:3][c:4]2[c:5]3[c:6]([n:7]([CH3:11])[c:8]2[cH:9][cH:10]1)[c:12](=[O:26])[n:13](-[c:20]1[cH:21][cH:22][cH:23][cH:24][cH:25]1)[n:14][c:15]3[CH2:16][C:17](=[O:18])[OH:19]. Product: Cn1c2ccccc2c2c(CC(=O)O)nn(-c3ccccc3)c(=O)c21. Starting materials: CCO, O=C[O-], Cn1c2ccc(Cl)cc2c2c(CC(=O)O)nn(-c3ccccc3)c(=O)c21, ClCCl, [NH4+]. Starting materials: CO (methanol), C(OC)(OC)OC (trimethyl orthoformate), OS(=O)(=O)O (H2SO4), C(C1=CC=CC=C1)(=O)C=1C(OC(=CC1O)C1=CC=CC=C1)=O (3-benzoyl-4-hydroxy-6-phenyl-pyr-2-one). Solvent: O (water). Product: C1(=CC=CC=C1)C=1OC(=CC(C1C(=O)OC)=O)C1=CC=CC=C1 (2,6-diphenyl-3-methoxycarbonyl-pyr-4-one). The yield is 84.0%. As a reaction SMILES: CO.[CH:3]([O:8]C)([O:6][CH3:7])OC.OS(O)(=O)=O.[C:15]([C:23]1C(=O)[O:25][C:26]([C:30]2[CH:35]=[CH:34][CH:33]=[CH:32][CH:31]=2)=[CH:27][C:28]=1[OH:29])(=O)[C:16]1[CH:21]=[CH:20][CH:19]=[CH:18][CH:17]=1>O>[C:30]1([C:26]2[O:25][C:15]([C:16]3[CH:17]=[CH:18][CH:19]=[CH:20][CH:21]=3)=[CH:23][C:28](=[O:29])[C:27]=2[C:3]([O:6][CH3:7])=[O:8])[CH:31]=[CH:32][CH:33]=[CH:34][CH:35]=1. Reported procedure: A 200 ml flask was fitted with a N2 inlet, a magnetic stirring bar and a condenser. 50 mls of methanol, 8.0 gms of trimethyl orthoformate, 5.2 gms of concentrated H2SO4 and 5.0 gms of 3-benzoyl-4-hydroxy-6-phenyl-pyr-2-one were added. The resulting mixture was then refluxed for 3 days, cooled, poured into water and extracted with methylene chloride (300 mls). The organic extracts were combined and washed with water. Removal of the solvent provided 4.4 gms of 2,6-diphenyl-3-methoxycarbonyl-pyr-4-...